Dataset: the Open Reaction Database (ORD), a public repository of structured organic reaction records. Task: describe an organic reaction: reactants, conditions, products, and yield The reactants are [N+](=O)([O-])C1=C(C=CC(=C1)C)C (2-nitro-1,4-dimethylbenzene), COC(N(C)C)OC (N,N-dimethyl formamide dimethyl acetal), CN(C=O)C (N,N-dimethylformamide). Solvent: CO (methyl alcohol), CO (methanol). Procedure: A 12-1. three-necked flask, equipped with a thermometer, a mechanical stirrer and a 60 cm. vacuum-jacketed silvered column with glass helice packing connected to a total-condensation, variable take-off still head with receiver was charged under nitrogen with 675 g (4.46 moles) of 2-nitro-1,4-dimethylbenzene, 736 g (6.17 moles) of N,N-dimethyl formamide dimethyl acetal and 3.0 l of N,N-dimethylformamide. The mixture was stirred and heated with a heating mantle for 37 hours. The pot temperature wa... Isolated yield 82.6%. Reaction SMILES: [N+:1]([C:4]1[CH:9]=[C:8]([CH3:10])[CH:7]=[CH:6][C:5]=1[CH3:11])([O-:3])=[O:2].CO[CH:14](OC)[N:15]([CH3:17])[CH3:16].CN(C)C=O>CO>[CH3:14][N:15]([CH3:17])/[CH:16]=[CH:11]/[C:5]1[CH:6]=[CH:7][C:8]([CH3:10])=[CH:9][C:4]=1[N+:1]([O-:3])=[O:2]. Yields the product CN(\C=C\C1=C(C=C(C=C1)C)[N+](=O)[O-])C (Trans-beta-dimethylamino-4-methyl-2-nitrostyrene). Yield: 47.0%. The reactants are CS(=O)(=O)OCC[C@H](C1=CC=C(C=C1)OC(F)F)NC(=O)OC(C)(C)C ((R)-3-(tert-butoxycarbonylamino)-3-(4-(difluoromethoxy)phenyl)propyl methanesulfonate), [C-]#N.[Na+] (NaCN), [Na+].[I-] (NaI). The solvent is CS(=O)C (DMSO), O (H2O). RXN SMILES: CS(O[CH2:6][CH2:7][C@@H:8]([NH:19][C:20]([O:22][C:23]([CH3:26])([CH3:25])[CH3:24])=[O:21])[C:9]1[CH:14]=[CH:13][C:12]([O:15][CH:16]([F:18])[F:17])=[CH:11][CH:10]=1)(=O)=O.[C-:27]#[N:28].[Na+].[Na+].[I-]>CS(C)=O.O>[C:27]([CH2:6][CH2:7][C@@H:8]([NH:19][C:20](=[O:21])[O:22][C:23]([CH3:26])([CH3:25])[CH3:24])[C:9]1[CH:14]=[CH:13][C:12]([O:15][CH:16]([F:18])[F:17])=[CH:11][CH:10]=1)#[N:28] |f:1.2,3.4|. Product: C(#N)CC[C@H](C1=CC=C(C=C1)OC(F)F)NC(OC(C)(C)C)=O ((R)-tert-butyl 3-cyano-1-(4-(difluoromethoxy)phenyl)propylcarbamate). Procedure details: To a stirred solution of 388 in DMSO (5 mL) was added NaCN (92.0 mg, 1.88 mmol) and NaI (25.6 mg, 0.171 mmol) and the mixture heated at 85° C. overnight. After cooling to RT, the mixture was diluted with H2O (100 mL), stirred for 30 min and filtered to afford a tan solid. The solid was purified by SiO2 chromatography eluting with an EtOAc/hexane gradient (0 to 25% EtOAc) to afford 261 mg (47%) of (R)-tert-butyl 3-cyano-1-(4-(difluoromethoxy)phenyl)propylcarbamate (390) as a white solid. Run at temperature 85 celsius, time 30 minute. The reactants are IV, SC=1C=C(C#N)C=CC1 (3-mercaptobenzonitrile), C(C)(=O)O[C@H]1[C@H](SC[C@H]([C@@H]1OC(C)=O)OC(C)=O)Br (2,3,4-tri-O-acetyl-5-thio-α-D-xylopyranosyl bromide). Reagents/catalysts: [O-2].[Zn+2] (zinc oxide). The product is C(C)(=O)O[C@H]1[C@H](SC2=CC(=CC=C2)C#N)SC[C@H]([C@@H]1OC(C)=O)OC(C)=O (3-cyanophenyl 2,3,4-tri-O-acetyl-1,5-dithio-β-D-xylopyranoside). Isolated yield 30.8%. Reaction SMILES: [SH:1][C:2]1[CH:3]=[C:4]([CH:7]=[CH:8][CH:9]=1)[C:5]#[N:6].[C:10]([O:13][C@@H:14]1[C@@H:19]([O:20][C:21](=[O:23])[CH3:22])[C@H:18]([O:24][C:25](=[O:27])[CH3:26])[CH2:17][S:16][C@@H:15]1Br)(=[O:12])[CH3:11]>[O-2].[Zn+2]>[C:10]([O:13][C@@H:14]1[C@@H:19]([O:20][C:21](=[O:23])[CH3:22])[C@H:18]([O:24][C:25](=[O:27])[CH3:26])[CH2:17][S:16][C@H:15]1[S:1][C:2]1[CH:9]=[CH:8][CH:7]=[C:4]([C:5]#[N:6])[CH:3]=1)(=[O:12])[CH3:11] |f:2.3|. Reported procedure: If the procedure described in Preparation IV is followed starting from 10.3 g (74.1.10-3 mol) of 3-mercaptobenzonitrile, 28.94 g (81.5.10-3 mol) of 2,3,4-tri-O-acetyl-5-thio-α-D-xylopyranosyl bromide and 6.05 g (74.3.10-3 mol) of zinc oxide (ZnO), 9.6 g (yield: 31%) of the expected product are obtained. Reactants: ClC=1C=2C=3C4=C(N=C(C3C(C2C=CN1)=O)OS(=O)(=O)C1=CC=C(C=C1)C)C(=C(C=C4)OC)C (toluene-4-sulfonic acid 11-chloro-3-methoxy-4-methyl-7-oxo-7H-5,10-diaza-benzo[c]fluoren-6-yl ester), NCCN(CCCN(C)CCN)C (N,N′-bis-(2-amino-ethyl)-N,N′-dimethyl-propane-1,3-diamine). Product: ClC=1C=2C=3C4=C(N=C(C3C(C2C=CN1)=O)NCCN(C)CCCN(C)CCNC1=NC2=C(C=3C=5C(=NC=CC5C(C13)=O)Cl)C=CC(=C2C)OC)C(=C(C=C4)OC)C (11-chloro-6-{2-[(3-{[2-(11-chloro-3-methoxy-4-methyl-7-oxo-7H-5,10-diaza-benzo[c]fluoren-6-ylamino)-ethyl]-methyl-amino}-propyl)-methylamino]-ethylamino}-3-methoxy-4-methyl-5,10-diaza-benzo[c]fluoren-7-one). RXN SMILES: [Cl:1][C:2]1[C:3]2[C:4]3[C:5]4[CH:30]=[CH:29][C:28]([O:31][CH3:32])=[C:27]([CH3:33])[C:6]=4[N:7]=[C:8](OS(C4C=CC(C)=CC=4)(=O)=O)[C:9]=3[C:10](=[O:15])[C:11]=2[CH:12]=[CH:13][N:14]=1.[NH2:34][CH2:35][CH2:36][N:37]([CH3:46])[CH2:38][CH2:39][CH2:40][N:41]([CH2:43][CH2:44][NH2:45])[CH3:42]>>[Cl:1][C:2]1[C:3]2[C:4]3[C:5]4[CH:30]=[CH:29][C:28]([O:31][CH3:32])=[C:27]([CH3:33])[C:6]=4[N:7]=[C:8]([NH:45][CH2:44][CH2:43][N:41]([CH2:40][CH2:39][CH2:38][N:37]([CH2:36][CH2:35][NH:34][C:8]4[C:9]5[C:10](=[O:15])[C:11]6[CH:12]=[CH:13][N:14]=[C:2]([Cl:1])[C:3]=6[C:4]=5[C:5]5[CH:30]=[CH:29][C:28]([O:31][CH3:32])=[C:27]([CH3:33])[C:6]=5[N:7]=4)[CH3:46])[CH3:42])[C:9]=3[C:10](=[O:15])[C:11]=2[CH:12]=[CH:13][N:14]=1. Procedure: In a similar manner to Example 4, this compound was obtained starting from toluene-4-sulfonic acid 11-chloro-3-methoxy-4-methyl-7-oxo-7H-5,10-diaza-benzo[c]fluoren-6-yl ester (the compound of Reference Example 5) and N,N′-bis-(2-amino-ethyl)-N,N′-dimethyl-propane-1,3-diamine. The desired product was obtained as a reddish powder. Reactants: N1CCCC2=CC=CC=C12 (tetrahydroquinoline), C1COS(=O)(=O)C1 (1,3-propanesultone), reagent. Solvent: C(C)#N (acetonitrile). Product: S(=O)(=O)(O)CCCN1CCCC2CC=CC=C12 (N-Sulfopropyltetrahydroquinoline). The yield is 60.0%. RXN SMILES: [NH:1]1[C:10]2[C:5](=[CH:6][CH:7]=[CH:8][CH:9]=2)[CH2:4][CH2:3][CH2:2]1.[CH2:11]1[CH2:17][S:14](=[O:16])(=[O:15])[O:13][CH2:12]1>C(#N)C>[S:14]([CH2:17][CH2:11][CH2:12][N:1]1[C:10]2[CH:5]([CH2:6][CH:7]=[CH:8][CH:9]=2)[CH2:4][CH2:3][CH2:2]1)([OH:16])(=[O:15])=[O:13]. Reported procedure: In a round bottom flask fitted with a stirrer and reflux condenser were placed 50.0 g of tetrahydroquinoline, 48.8 g of 1,3-propanesultone and 500 ml of reagent grade acetonitrile solvent. The mixture was heated at reflux under a nitrogen blanket overnight. The reaction mixture was cooled to ice-bath temperature and the resulting white solid precipitate filtered and washed with cold acetonitrile. A yield of 58 g (60%) of crude product was obtained with a melting point over 200° . Nuclear magneti... Procedure details: To a solution of 200 mg (0.436 mmol) (4-Isopropyl-phenyl)-(2-{[2-(2-methoxy-ethoxy)-pyridin-3-ylmethyl]-amino}-5-prop-2-ynyloxy-phenyl)-methanone in 1.5 ml acetic acid is added 28 mg (0.436 mmol) sodium cyanate. After stirring for 2 h the solvent is removed in vacuo and the residue is partitioned between CH2Cl2 and water. The organic layer is dried and evaporated. Purification of the crude product by flash-chromatography (CH2Cl2/ether 3:7) affords a yellow oil. Solvent: C(C)(=O)O (acetic acid). As a reaction SMILES: [CH:1]([C:4]1[CH:9]=[CH:8][C:7]([C:10]([C:12]2[CH:17]=[C:16]([O:18][CH2:19][C:20]#[CH:21])[CH:15]=[CH:14][C:13]=2[NH:22][CH2:23][C:24]2[C:25]([O:30][CH2:31][CH2:32][O:33][CH3:34])=[N:26][CH:27]=[CH:28][CH:29]=2)=O)=[CH:6][CH:5]=1)([CH3:3])[CH3:2].[O-:35][C:36]#[N:37].[Na+]>C(O)(=O)C>[CH:1]([C:4]1[CH:9]=[CH:8][C:7]([C:10]2[C:12]3[C:13](=[CH:14][CH:15]=[C:16]([O:18][CH2:19][C:20]#[CH:21])[CH:17]=3)[N:22]([CH2:23][C:24]3[C:25]([O:30][CH2:31][CH2:32][O:33][CH3:34])=[N:26][CH:27]=[CH:28][CH:29]=3)[C:36](=[O:35])[N:37]=2)=[CH:6][CH:5]=1)([CH3:3])[CH3:2] |f:1.2|. The product is C(C)(C)C1=CC=C(C=C1)C1=NC(N(C2=CC=C(C=C12)OCC#C)CC=1C(=NC=CC1)OCCOC)=O (4-(4-isopropyl-phenyl)-1-[2-(2-methoxy-ethoxy)-pyridin-3-ylmethyl]-6-prop-2-ynyloxy-1H-quinazolin-2-one). Run at time 2 hour. Starting materials: C(C)(C)C1=CC=C(C=C1)C(=O)C1=C(C=CC(=C1)OCC#C)NCC=1C(=NC=CC1)OCCOC ((4-Isopropyl-phenyl)-(2-{[2-(2-methoxy-ethoxy)-pyridin-3-ylmethyl]-amino}-5-prop-2-ynyloxy-phenyl)-methanone), [O-]C#N.[Na+] (sodium cyanate).